Dataset: the Open Reaction Database (ORD), a public repository of structured organic reaction records. Task: describe an organic reaction: reactants, conditions, products, and yield The reactants are Cl.COC=1C=C(C=CC1)[C@@H](C[C@@H]1N(CCC1)C)O ((R*,R*)-1-(3-methoxyphenyl)-2-(1-methyl-2-pyrrolidinyl)-ethanol-hydrochloride), O1CCCC=C1 (3.4-dihydro-2H-pyran). The reagents and catalysts are Cl (hydrochloric acid). Yields the product COC=1C=C(C=CC1)C(CC1N(CCC1)C)OC1OCCCC1 (2-[1-(3-methoxyphenyl)-2-(1-methylpyrrolidin-2-yl)-ethoxy]tetrahydropyran). As a reaction SMILES: Cl.[CH3:2][O:3][C:4]1[CH:5]=[C:6]([C@H:10]([OH:18])[CH2:11][C@H:12]2[CH2:16][CH2:15][CH2:14][N:13]2[CH3:17])[CH:7]=[CH:8][CH:9]=1.[O:19]1[CH:24]=[CH:23][CH2:22][CH2:21][CH2:20]1>Cl>[CH3:2][O:3][C:4]1[CH:5]=[C:6]([CH:10]([O:18][CH:20]2[CH2:21][CH2:22][CH2:23][CH2:24][O:19]2)[CH2:11][CH:12]2[CH2:16][CH2:15][CH2:14][N:13]2[CH3:17])[CH:7]=[CH:8][CH:9]=1 |f:0.1|. Procedure details: 0.3 g of (R*,R*)-1-(3-methoxyphenyl)-2-(1-methyl-2-pyrrolidinyl)-ethanol-hydrochloride, one drop of etheral hydrochloric acid and 3.5 ml of 3.4-dihydro-2H-pyran are stirred for 24 hours at room temperature and subsequently concentrated to 0.39 g of the oily hydrochloride of the title compound. Reactants: N1CCOCC1 (Morpholine), resultant mixture, ClC=1C=C2C=CC(=CC2=CC1)S(=O)(=O)N([C@@H]1C(N(CC1)[C@H](C(=O)O)C)=O)CC(CC)=O ((2S)-2-{(3S)-3-[[(6-chloro-2-naphthyl)sulfonyl](2-oxobutyl)amino]-2-oxopyrrolidin-1-yl}propanoic acid), Cl.CN(CCCN=C=NCC)C (1-[3-(dimethylamino)propyl]-3-ethylcarbodiimide hydrochloride), C=1C=CC2=C(C1)N=NN2O (HOBT). Run in C(Cl)Cl (DCM), C(C)N(CC)CC (triethylamine). Reaction conditions: time 30 minute. Product: ClC=1C=C2C=CC(=CC2=CC1)S(=O)(=O)N(CC(CC)=O)[C@@H]1C(N(CC1)[C@H](C(=O)N1CCOCC1)C)=O (6-Chloro-N-{(3S)-1-[(1S)-1-methyl-2-morpholin-4-yl-2-oxoethyl]-2-oxopyrrolidin-3-yl}-N-(2-oxobutyl)naphthalene-2-sulfonamide). Reaction SMILES: [Cl:1][C:2]1[CH:3]=[C:4]2[C:9](=[CH:10][CH:11]=1)[CH:8]=[C:7]([S:12]([N:15]([CH2:27][C:28](=[O:31])[CH2:29][CH3:30])[C@H:16]1[CH2:20][CH2:19][N:18]([C@@H:21]([CH3:25])[C:22](O)=[O:23])[C:17]1=[O:26])(=[O:14])=[O:13])[CH:6]=[CH:5]2.Cl.CN(C)CCCN=C=NCC.C1C=CC2N(O)N=NC=2C=1.[NH:54]1[CH2:59][CH2:58][O:57][CH2:56][CH2:55]1>C(Cl)Cl.C(N(CC)CC)C>[Cl:1][C:2]1[CH:3]=[C:4]2[C:9](=[CH:10][CH:11]=1)[CH:8]=[C:7]([S:12]([N:15]([C@H:16]1[CH2:20][CH2:19][N:18]([C@@H:21]([CH3:25])[C:22]([N:54]3[CH2:59][CH2:58][O:57][CH2:56][CH2:55]3)=[O:23])[C:17]1=[O:26])[CH2:27][C:28](=[O:31])[CH2:29][CH3:30])(=[O:13])=[O:14])[CH:6]=[CH:5]2 |f:1.2|. Reported procedure: To a solution of (2S)-2-{(3S)-3-[[(6-chloro-2-naphthyl)sulfonyl](2-oxobutyl)amino]-2-oxopyrrolidin-1-yl}propanoic acid (0.035 g) in DCM (2 ml) were added 1-[3-(dimethylamino)propyl]-3-ethylcarbodiimide hydrochloride (0.044 g), HOBT (0.031 g) and triethylamine (0.064 ml) and the mixture was stirred at room temperature for 30 min. Morpholine (0.02 ml) was added and the resultant mixture stirred at room temperature for 16 h. The mixture was partitioned between DCM and water. The aqueous layer was r... The reactants are C(C1=CC=CC=C1)N1[C@@]2([C@@H](CC[C@H]1CC2)OCC2=CC(=CC(=C2)C(F)(F)F)C(F)(F)F)C2=CC=CC=C2 ((1R,2R,5R)-8-Benzyl-2-{[3,5-bis(trifluoromethyl)phenyl]methoxy}-1-phenyl-8-azabicyclo[3.2.1]octane). The reagents and catalysts are [Pd] (palladium on charcoal). Run in C(C)O (ethanol). Run at time 45 minute. Product: FC(C=1C=C(C=C(C1)C(F)(F)F)CO[C@H]1[C@@]2(CC[C@H](CC1)N2)C2=CC=CC=C2)(F)F ((1R,2R,5R)-2-{[3,5-Bis(trifluoromethyl)phenyl]methoxy}-1-phenyl-8-azabicyclo[3.2.1]octane). Yield: 46.9%. Reaction SMILES: C([N:8]1[C@@H:13]2[CH2:14][CH2:15][C@@:9]1([C:32]1[CH:37]=[CH:36][CH:35]=[CH:34][CH:33]=1)[C@H:10]([O:16][CH2:17][C:18]1[CH:23]=[C:22]([C:24]([F:27])([F:26])[F:25])[CH:21]=[C:20]([C:28]([F:31])([F:30])[F:29])[CH:19]=1)[CH2:11][CH2:12]2)C1C=CC=CC=1>[Pd].C(O)C>[F:26][C:24]([F:25])([F:27])[C:22]1[CH:23]=[C:18]([CH2:17][O:16][C@@H:10]2[CH2:11][CH2:12][C@@H:13]3[NH:8][C@@:9]2([C:32]2[CH:33]=[CH:34][CH:35]=[CH:36][CH:37]=2)[CH2:15][CH2:14]3)[CH:19]=[C:20]([C:28]([F:31])([F:29])[F:30])[CH:21]=1. Procedure: A mixture of (1R,2R,5R)-8-benzyl-2-{[3,5-bis(trifluoromethyl)phenyl]methoxy}-1-phenyl-8-azabicyclo[3.2.1]octane (Example 180; 165 mg), 10% palladium on charcoal (215 mg) and ethanol (15 ml) was stirred under hydrogen atmosphere (1 atm) at +65° C. for 45 minutes. The reaction mixture was cooled to room temperature, flushed with nitrogen gas and filtered through a pad of Celite™. The filtrate was concentrated. The residue was purified by chromatography on silica gel (dichloromethane:methanol:ammon... Starting materials: C(C=C)(=O)OCC (ethyl acrylate), alcohol, CN (MeNH2), alcohol. Reaction conditions: time 3 hour. Product: CNCCC(=O)OCC (ethyl 3-(methylamino)propanoate). Reaction SMILES: [C:1]([O:5][CH2:6][CH3:7])(=[O:4])[CH:2]=[CH2:3].[CH3:8][NH2:9]>>[CH3:8][NH:9][CH2:3][CH2:2][C:1]([O:5][CH2:6][CH3:7])=[O:4]. Procedure: At 0° C., a solution of ethyl acrylate in alcohol (2M, 1000 mL, 2 mol) was added drop wise to a solution of MeNH2 in alcohol (33%, 540 mL, 4 mol). The resulting mixture was stirred for 3 h. Upon completion of the reaction, monitored by TLC, the solvent and volatiles were removed under reduced pressure to give ethyl 3-(methylamino)propanoate (250 g, crude) as an oil, which was used in the next step without further purification. Reactants: ClCCl, O=S(=O)(Cl)c1ccc(F)cc1, NC1CC=CCN(OCc2ccccc2)C1=O, O=S(=O)(Cl)Cl, c1ccncc1. Yields the product O=C1C(NS(=O)(=O)c2ccc(F)cc2)CC=CCN1OCc1ccccc1. RXN SMILES: [Cl:34][CH2:35][Cl:36].[F:18][c:19]1[cH:20][cH:21][c:22]([S:25](=[O:26])(=[O:27])[Cl:28])[cH:23][cH:24]1.[NH2:1][CH:2]1[C:3](=[O:17])[N:4]([O:9][CH2:10][c:11]2[cH:12][cH:13][cH:14][cH:15][cH:16]2)[CH2:5][CH:6]=[CH:7][CH2:8]1.[S:29]([Cl:30])([Cl:31])(=[O:32])=[O:33].[cH:37]1[cH:38][cH:39][n:40][cH:41][cH:42]1>>[NH:1]([CH:2]1[C:3](=[O:17])[N:4]([O:9][CH2:10][c:11]2[cH:12][cH:13][cH:14][cH:15][cH:16]2)[CH2:5][CH:6]=[CH:7][CH2:8]1)[S:25]([c:22]1[cH:21][cH:20][c:19]([F:18])[cH:24][cH:23]1)(=[O:26])=[O:27]. The reactants are O=C(CC(=O)O)NC1=CC(=CC=C1)C(F)(F)F (3-oxo-3-{[3-(trifluoromethyl)phenyl]amino}propanoic acid). Run in polyphosphoric acid, O (water). Reaction conditions: temperature 140 celsius, time 4 hour. The product is OC1=CC(NC2=CC(=CC=C12)C(F)(F)F)=O (4-hydroxy-7-(trifluoromethyl)quinolin-2(1H)-one). Reaction SMILES: [O:1]=[C:2]([NH:7][C:8]1[CH:13]=[CH:12][CH:11]=[C:10]([C:14]([F:17])([F:16])[F:15])[CH:9]=1)[CH2:3][C:4]([OH:6])=O>O>[OH:6][C:4]1[C:13]2[C:8](=[CH:9][C:10]([C:14]([F:17])([F:16])[F:15])=[CH:11][CH:12]=2)[NH:7][C:2](=[O:1])[CH:3]=1. Procedure: A suspension of 3-oxo-3-{[3-(trifluoromethyl)phenyl]amino}propanoic acid (3.26 g; 13.0 mmol; 1 eq) in polyphosphoric acid (26.4 g) is allowed to stir for 4 hours at 140° C. The mixture becomes limpid after 1 h30 stirring. After cooling to room temperature, the orange solution is taken-up in water (100 mL) and sonicated for 5 minutes. The resulting fine powder is filtrated and washed with cold water (4×20 mL). The solid is taken up several times in ethanol (3×100 mL) and concentrated to afford th... Reactants: C(C1=CC=CC=C1)OC=1C=C(C=CC1)CC[C@]1(CC(=CC(O1)=O)O)C1CCCC1 ((S)-6-[2-(3-benzyloxy-phenyl)-ethyl]-6-cyclopentyl-4-hydroxy-5,6-dihydro-pyran-2-one), C (charcoal). The reagents and catalysts are [Pd] (Pd). The solvent is C1CCOC1 (THF). Yields the product C1(CCCC1)[C@@]1(CC(=CC(O1)=O)O)CCC1=CC(=CC=C1)O ((S)-6-Cyclopentyl-4-hydroxy-6-[2-(3-hydroxy-phenyl)-ethyl]-5,6-dihydro-pyran-2-one). RXN SMILES: C([O:8][C:9]1[CH:10]=[C:11]([CH2:15][CH2:16][C@:17]2([CH:25]3[CH2:29][CH2:28][CH2:27][CH2:26]3)[O:22][C:21](=[O:23])[CH:20]=[C:19]([OH:24])[CH2:18]2)[CH:12]=[CH:13][CH:14]=1)C1C=CC=CC=1.C>[Pd].C1COCC1>[CH:25]1([C@@:17]2([CH2:16][CH2:15][C:11]3[CH:12]=[CH:13][CH:14]=[C:9]([OH:8])[CH:10]=3)[O:22][C:21](=[O:23])[CH:20]=[C:19]([OH:24])[CH2:18]2)[CH2:29][CH2:28][CH2:27][CH2:26]1. Procedure: The title compound was prepared as described in General Method 4 using (S)-6-[2-(3-benzyloxy-phenyl)-ethyl]-6-cyclopentyl-4-hydroxy-5,6-dihydro-pyran-2-one (0.64 g, 1.63 mmol) from Example EEEEE, 0.1 g of 20% Pd over charcoal and THF (16 mL). Purification by silica gel chromatography, eluting with CH2Cl2 :MeOH (97.5:2.5) gave the title compound. 1H-NMR (DMSO-d6) δ 1.3-1.7 (m, 8 H), 1.85-1.95 (m, 2 H), 2.35 (t, 1 H), 2.4-2.6 (m, 4 H), 4.95 (s, 1 H), 6.55-6.6 (m, 3 H), 7.05 (t, 1 H), 9.25 (s, 1 H)... The reactants are Cl (hydrochloric acid), C1(=CC=CC=C1)C (toluene), C[N+]1(CCOCC1)[O-] (N-methylmorpholine-N-oxide), ClC1=C(C=C(C(=C1)Cl)SCC(F)(F)F)B(O)O (2,4-dichloro-5-(2,2,2-trifluoroethylthio)phenylboronic acid). Run in C(C)(=O)OCC (ethyl acetate), CCCCCC (n-hexane), C(C)(=O)OCC (ethyl acetate). Product: ClC1=C(C=C(C(=C1)Cl)SCC(F)(F)F)O (2,4-dichloro-5-(2,2,2-trifluoroethylthio)phenol). The yield is 95.3%. Reaction SMILES: C1(C)C=CC=CC=1.C[N+]1([O-])[CH2:14][CH2:13][O:12]CC1.[Cl:16][C:17]1[CH:22]=[C:21]([Cl:23])[C:20]([S:24][CH2:25][C:26]([F:29])([F:28])[F:27])=CC=1B(O)O.Cl>C(OCC)(=O)C.CCCCCC>[Cl:16][C:17]1[CH:22]=[C:21]([Cl:23])[C:20]([S:24][CH2:25][C:26]([F:27])([F:28])[F:29])=[CH:14][C:13]=1[OH:12]. Procedure: To 150 ml of toluene was added 29.0 g (50% aqueous solution, 124 mmol) of N-methylmorpholine-N-oxide, and dehydration was conducted by heating under reflux for 1 hour. To the reaction mixture was dropwise added 31.5 g (103 mmol) of 2,4-dichloro-5-(2,2,2-trifluoroethylthio)phenylboronic acid dissolved in ethyl acetate, and the mixture was refluxed for 3 hours under heating. Then, the mixture was allowed to cool to room temperature, and 10% aqueous hydrochloric acid was added, followed by extracti... Starting materials: CO, COC(=O)c1c2c(c(OC)c(=O)n1C)C(=O)N(Cc1ccc(F)cc1)CC2, [Li+], [OH-], O. Yields the product COc1c2c(c(C(=O)O)n(C)c1=O)CCN(Cc1ccc(F)cc1)C2=O. As a reaction SMILES: [CH3:30][OH:31].[F:1][c:2]1[cH:3][cH:4][c:5]([CH2:6][N:7]2[C:8](=[O:25])[c:9]3[c:10]([O:23][CH3:24])[c:11](=[O:22])[n:12]([CH3:21])[c:13]([C:17](=[O:18])[O:19][CH3:20])[c:14]3[CH2:15][CH2:16]2)[cH:26][cH:27]1.[Li+:29].[OH-:28].[OH2:32]>>[F:1][c:2]1[cH:3][cH:4][c:5]([CH2:6][N:7]2[C:8](=[O:25])[c:9]3[c:10]([O:23][CH3:24])[c:11](=[O:22])[n:12]([CH3:21])[c:13]([C:17](=[O:18])[OH:19])[c:14]3[CH2:15][CH2:16]2)[cH:26][cH:27]1. Starting materials: Cc1ccc(CNc2ccc3c(Br)cccc3n2)o1, [Li]CCCC, CN(C)C=O, C1CCOC1. Product: Cc1ccc(CNc2ccc3c(C=O)cccc3n2)o1. Reaction SMILES: [Br:1][c:2]1[c:3]2[cH:4][cH:5][c:6]([NH:12][CH2:13][c:14]3[o:15][c:16]([CH3:19])[cH:17][cH:18]3)[n:7][c:8]2[cH:9][cH:10][cH:11]1.[CH2:20]([Li:21])[CH2:22][CH2:23][CH3:24].[CH3:25][N:26]([CH:27]=[O:28])[CH3:29].[O:30]1[CH2:31][CH2:32][CH2:33][CH2:34]1>>[c:2]1([CH:27]=[O:28])[c:3]2[cH:4][cH:5][c:6]([NH:12][CH2:13][c:14]3[o:15][c:16]([CH3:19])[cH:17][cH:18]3)[n:7][c:8]2[cH:9][cH:10][cH:11]1.